This data is from the Open Reaction Database (ORD), a public repository of structured organic reaction records. The task is: describe an organic reaction: reactants, conditions, products, and yield The reactants are [BH4-].[Na+] (sodium borohydride), ClC=1C=C(C=NC1Cl)C(C)=O (1-(5,6-dichloro-pyridin-3-yl)-ethanone). The solvent is CO (methanol). Conditions: temperature 0 celsius. The product is ClC=1C=C(C=NC1Cl)C(C)O (1-(5,6-Dichloro-pyridin-3-yl)-ethanol). Reaction SMILES: [BH4-].[Na+].[Cl:3][C:4]1[CH:5]=[C:6]([C:11](=[O:13])[CH3:12])[CH:7]=[N:8][C:9]=1[Cl:10]>CO>[Cl:3][C:4]1[CH:5]=[C:6]([CH:11]([OH:13])[CH3:12])[CH:7]=[N:8][C:9]=1[Cl:10] |f:0.1|. Procedure details: To a well stirred suspension of sodium borohydride (66.21 g, 1.75 mole) in methanol (3.5 L) cooled to 0° C. with a dry ice/acetone bath was added 1-(5,6-dichloro-pyridin-3-yl)-ethanone 8 (665 g, 3.5 mole) at a rate such that the temperature remained at 0° C. After solid addition was complete, the reaction mixture was stirred an additional 1 h, after which time LC/MS analysis of an aliquot showed that the reaction was complete. Starting materials: N1C(=O)C(=O)C2=CC=CC=C12 (isatin), C(=O)([O-])[O-].[K+].[K+] (K2CO3), ClCC(=O)N (chloroacetamide). Run in CN(C)C=O (DMF). Run at temperature 90 celsius. The product is O=C1N(C2=CC=CC=C2C1=O)CC(=O)N (2-(2,3-dioxoindolin-1-yl)acetamide). Yield: 60.5%. Reaction SMILES: [NH:1]1[C:11]2[C:6](=[CH:7][CH:8]=[CH:9][CH:10]=2)[C:4](=[O:5])[C:2]1=[O:3].C([O-])([O-])=O.[K+].[K+].Cl[CH2:19][C:20]([NH2:22])=[O:21]>CN(C=O)C>[O:3]=[C:2]1[C:4](=[O:5])[C:6]2[C:11](=[CH:10][CH:9]=[CH:8][CH:7]=2)[N:1]1[CH2:19][C:20]([NH2:22])=[O:21] |f:1.2.3|. Reported procedure: To a mixture of isatin (5.0 g, 35 mmol), K2CO3 (5.5 g, 40 mmol) and chloroacetamide (3.74 g, 40 mmol) in a 100 mL of flask was added DMF (25 mL). The resulting mixture was heated at 90° C. (oil temp.) for 2 h. After cooling to rt, it was poured onto ice/H2O (200 mL) and the resulting precipitate was collected by suction filtration to give 2-(2,3-dioxoindolin-1-yl)acetamide (4.32 g) after drying. 1H NMR (400 MHz, DMSO-d6) δ 7.72 (s, 1H), 7.65 (t, J=7.6 Hz, 1H), 7.58 (d, J=7.2 Hz, 1H), 7.30 (s, 1H... The reactants are C(=O)C1=CC=C(C(=O)N2CCC(CC2)N2C(=O)CCC3=CC=CC=C23)C=C1 (1-[1-(4-Formylbenzoyl)-4-piperidinyl]-3,4-dihydrocarbostyril), B.[Na] (sodium boron hydride). The solvent is CO (methanol). Reaction conditions: time 2 hour. Product: OCC1=CC=C(C(=O)N2CCC(CC2)N2C(=O)CCC3=CC=CC=C23)C=C1 (1-[1-(4-hydroxymethylbenzoyl)-4-piperidinyl]-3,4-dihydrocarbostyril). Isolated yield 77.6%. As a reaction SMILES: [CH:1]([C:3]1[CH:27]=[CH:26][C:6]([C:7]([N:9]2[CH2:14][CH2:13][CH:12]([N:15]3[C:25]4[C:20](=[CH:21][CH:22]=[CH:23][CH:24]=4)[CH2:19][CH2:18][C:16]3=[O:17])[CH2:11][CH2:10]2)=[O:8])=[CH:5][CH:4]=1)=[O:2].B.[Na]>CO>[OH:2][CH2:1][C:3]1[CH:4]=[CH:5][C:6]([C:7]([N:9]2[CH2:10][CH2:11][CH:12]([N:15]3[C:25]4[C:20](=[CH:21][CH:22]=[CH:23][CH:24]=4)[CH2:19][CH2:18][C:16]3=[O:17])[CH2:13][CH2:14]2)=[O:8])=[CH:26][CH:27]=1 |f:1.2,^1:28|. Procedure: 1-[1-(4-Formylbenzoyl)-4-piperidinyl]-3,4-dihydrocarbostyril (500 mg) is dissolved in methanol (10 ml) and thereto is added sodium boron hydride (63 mg) under ice cooling and the mixture is stirred for 2 hours. The solvent is concentrated and the resulting residue is purified by silica gel column chromatography (solvent: n-hexane:ethyl acetate=2:1) and recrystallized from n-hexane/ethanol to give 1-[1-(4-hydroxymethylbenzoyl)-4-piperidinyl]-3,4-dihydrocarbostyril (390 mg) as white powder, m.p.: ... Starting materials: BrC=1N=C(C(=NC1)N)N (5-bromopyrazine-2,3-diamine), CO.C(C)(=O)O (methanol acetic acid), C(=O)C=O (glyoxal). Solvent: C(C)(=O)OCC (ethyl acetate). Conditions: temperature 50 celsius, time 4 hour. Product: BrC=1C=NC=2C(=NC=CN2)N1 (2-Bromopyrazino[2,3-b]pyrazine). RXN SMILES: [Br:1][C:2]1[N:3]=[C:4]([NH2:9])[C:5]([NH2:8])=[N:6][CH:7]=1.CO.[C:12](O)(=O)[CH3:13].C(C=O)=O>C(OCC)(=O)C>[Br:1][C:2]1[CH:7]=[N:6][C:5]2[C:4]([N:3]=1)=[N:9][CH:12]=[CH:13][N:8]=2 |f:1.2|. Procedure: To a stirred solution of 50 mg (0.27 mmol) of 5-bromopyrazine-2,3-diamine in 2 mL of a 10:1 solution of methanol/acetic acid was added 0.046 mL (0.40 mmol) of glyoxal solution (40 wt. % in water) and the resulting solution was stirred at 50° C. for 4 h. The reaction mixture was cooled to ambient temperature, diluted with 10 mL of ethyl acetate and washed with saturated aqueous sodium bicarbonate solution, and saturated aqueous brine (5 mL each). The organic phase was then dried over anhydrous so...